Dataset: the Open Reaction Database (ORD), a public repository of structured organic reaction records. Task: describe an organic reaction: reactants, conditions, products, and yield RXN SMILES: CN(C)C=O.[Cl-].[Al+3].[Cl-].[Cl-].[C:10]1([CH3:16])[CH:15]=[CH:14][CH:13]=[CH:12][CH:11]=1.[CH:17]12[C:23](=[O:24])[O:22][C:20](=[O:21])[CH:18]1[CH2:19]2>>[C:10]1([CH3:16])[CH:15]=[CH:14][C:13]([C:23]([C@H:17]2[CH2:19][C@H:18]2[C:20]([OH:22])=[O:21])=[O:24])=[CH:12][CH:11]=1 |f:1.2.3.4|. Procedure: 18 ml (0.23 mole) of dimethylformamide are added dropwise in the course of a few minutes, whilst stirring, to 120 g (0.90 mole) of anhydrous aluminum chloride, resulting in a strongly exothermic reaction. 8.2 g (89.0 millimoles) of toluene are then added dropwise at 60°-70° C. Thereafter, 10.0 g (89.2 millimoles) of 1,2-cyclopropanedicarboxylic acid anhydride are added, a little at a time, at the same temperature, and the mixture is stirred for a further hour at 70° C. The melt is then introduce... The yield is 89.7%. The product is C1(=CC=C(C=C1)C(=O)[C@@H]1[C@@H](C1)C(=O)O)C (cis-2-(p-toluoyl)-cyclopropanecarboxylic acid). Run at temperature 70 celsius. The reactants are CN(C=O)C (dimethylformamide), C12C(C1)C(=O)OC2=O (1,2-cyclopropanedicarboxylic acid anhydride), ice, [Cl-].[Al+3].[Cl-].[Cl-] (aluminum chloride), C1(=CC=CC=C1)C (toluene).